From a dataset of the Open Reaction Database (ORD), a public repository of structured organic reaction records. describe an organic reaction: reactants, conditions, products, and yield The reactants are C1(=CC=CC=C1)SCCCCNC(P(OCC)(OCC)=O)P(OCC)(OCC)=O (tetraethyl 4-(phenylthio)butylaminomethylenebisphosphonate), [OH-].[Na+] (sodium hydroxide). Solvent: C(C)O (ethanol), C(C)O (ethanol). Product: [Na+].C1(=CC=CC=C1)SCCCCNC(P([O-])(O)=O)P(OCC)(OCC)=O (diethyl 4-(phenylthio)butylaminomethylenebisphosphonate monosodium salt). Yield: 35.0%. As a reaction SMILES: [C:1]1([S:7][CH2:8][CH2:9][CH2:10][CH2:11][NH:12][CH:13]([P:22](=[O:29])([O:26]CC)[O:23]CC)[P:14](=[O:21])([O:18][CH2:19][CH3:20])[O:15][CH2:16][CH3:17])[CH:6]=[CH:5][CH:4]=[CH:3][CH:2]=1.[OH-].[Na+:31]>C(O)C>[Na+:31].[C:1]1([S:7][CH2:8][CH2:9][CH2:10][CH2:11][NH:12][CH:13]([P:14](=[O:21])([O:18][CH2:19][CH3:20])[O:15][CH2:16][CH3:17])[P:22](=[O:23])([OH:29])[O-:26])[CH:6]=[CH:5][CH:4]=[CH:3][CH:2]=1 |f:1.2,4.5|. Procedure: To a solution of tetraethyl 4-(phenylthio)butylaminomethylenebisphosphonate (2.5 g) in ethanol (20 ml) was added a solution of sodium hydroxide (450 mg) in ethanol (20 ml). The mixture was heated under reflux for 4 hours and concentrated under reduced pressure. The residue was dissolved in water and the solution was subjected to column chromatography on Amberlite CG-50 (H+ form) and eluted with water to obtain diethyl 4-(phenylthio)butylaminomethylenebisphosphonate monosodium salt (810 mg). The ... The reactants are CCCN1CCN(c2nc(-c3ccc(F)c(Cl)c3)cc(N3CCN(C(=O)OC(C)(C)C)CC3)n2)CC1, Cl, C1COCCO1. Yields the product CCCN1CCN(c2nc(-c3ccc(F)c(Cl)c3)cc(N3CCNCC3)n2)CC1. RXN SMILES: [C:1]([O:2][C:3](=[O:4])[N:8]1[CH2:9][CH2:10][N:11]([c:14]2[n:15][c:16]([N:28]3[CH2:29][CH2:30][N:31]([CH2:34][CH2:35][CH3:36])[CH2:32][CH2:33]3)[n:17][c:18](-[c:20]3[cH:21][c:22]([Cl:27])[c:23]([F:26])[cH:24][cH:25]3)[cH:19]2)[CH2:12][CH2:13]1)([CH3:5])([CH3:6])[CH3:7].[ClH:37].[O:38]1[CH2:39][CH2:40][O:41][CH2:42][CH2:43]1>>[NH:8]1[CH2:9][CH2:10][N:11]([c:14]2[n:15][c:16]([N:28]3[CH2:29][CH2:30][N:31]([CH2:34][CH2:35][CH3:36])[CH2:32][CH2:33]3)[n:17][c:18](-[c:20]3[cH:21][c:22]([Cl:27])[c:23]([F:26])[cH:24][cH:25]3)[cH:19]2)[CH2:12][CH2:13]1. Starting materials: N1(C=NC=C1)C1=NS(C2=C(N1)C=CC(=C2)C(F)(F)F)(=O)=O (3-(Imidazol-1-yl)-7-trifluoromethyl-4H-1,2,4-benzothiadiazine 1,1-dioxide), C(C)(C)N (isopropylamine). Yields the product C(C)(C)NC1=NS(C2=C(N1)C=CC(=C2)C(F)(F)F)(=O)=O (3-Isopropylamino-7-trifluoromethyl-4H-1,2,4-benzothiadiazine 1,1-dioxide). RXN SMILES: [N:1]1([C:6]2[NH:11][C:10]3[CH:12]=[CH:13][C:14]([C:16]([F:19])([F:18])[F:17])=[CH:15][C:9]=3[S:8](=[O:21])(=[O:20])[N:7]=2)[CH:5]=[CH:4]N=C1.[CH:22](N)(C)C>>[CH:5]([NH:1][C:6]1[NH:11][C:10]2[CH:12]=[CH:13][C:14]([C:16]([F:19])([F:17])[F:18])=[CH:15][C:9]=2[S:8](=[O:20])(=[O:21])[N:7]=1)([CH3:22])[CH3:4]. Procedure: 3-(Imidazol-1-yl)-7-trifluoromethyl-4H-1,2,4-benzothiadiazine 1,1-dioxide was treated with isopropylamine according to the general procedure Method A to give the title compound; m.p. 287-289° C. As a reaction SMILES: [CH2:20]1[O:21][CH2:22][CH2:23][CH2:24]1.[CH3:16][OH:17].[CH3:1][O:2][C:3]([CH2:4][c:5]1[cH:6][c:7]([N+:12]([O-:13])=[O:14])[c:8]([OH:11])[cH:9][cH:10]1)=[O:15].[H:18][H:19]>>[CH3:1][O:2][C:3]([CH2:4][c:5]1[cH:6][c:7]([NH2:12])[c:8]([OH:11])[cH:9][cH:10]1)=[O:15]. Product: COC(=O)Cc1ccc(O)c(N)c1. Reactants: C1CCOC1, CO, COC(=O)Cc1ccc(O)c([N+](=O)[O-])c1, [H][H]. Starting materials: CCC(C)=O, CS(=O)(=O)OCC1COc2ccc(Oc3ccccc3)cc2O1, CCOC(C)=O, [I-], [Na+]. Product: ICC1COc2ccc(Oc3ccccc3)cc2O1. Reaction SMILES: [CH2:26]([C:27]([CH3:28])=[O:29])[CH3:30].[CH3:1][S:2]([O:3][CH2:6][CH:7]1[CH2:8][O:9][c:10]2[c:11]([cH:13][c:14]([O:17][c:18]3[cH:19][cH:20][cH:21][cH:22][cH:23]3)[cH:15][cH:16]2)[O:12]1)(=[O:4])=[O:5].[CH3:31][CH2:32][O:33][C:34](=[O:35])[CH3:36].[I-:25].[Na+:24]>>[CH2:6]([CH:7]1[CH2:8][O:9][c:10]2[c:11]([cH:13][c:14]([O:17][c:18]3[cH:19][cH:20][cH:21][cH:22][cH:23]3)[cH:15][cH:16]2)[O:12]1)[I:25].